This data is from the Open Reaction Database (ORD), a public repository of structured organic reaction records. The task is: describe an organic reaction: reactants, conditions, products, and yield Starting materials: CC(=CC[C@H](C1=CC(=O)C=2C(=CC=C(C2C1=O)O)O)O)C (shikonin), C1(CCCCC1)N=C=NC1CCCCC1 (dicyclohexylcarbodiimide), C(CCCCCCCC)(=O)O (n-nonanoic acid). The reagents and catalysts are CN(C1=CC=NC=C1)C (4-dimethylaminopyridine). The solvent is ClCCl (dichloromethane). Reaction conditions: time 30 minute. Yields the product C(CCCCCCCC)(=O)OC(CC=C(C)C)C=1C(C2=C(C=CC(=C2C(C1)=O)O)O)=O (2-(1-n-nonanoyloxy-4-methyl-3-pentenyl)-5,8-dihydroxy-1,4-naphthoquinone). The yield is 53.9%. RXN SMILES: [CH3:1][C:2]([CH3:21])=[CH:3][CH2:4][C@@H:5]([OH:20])[C:6]1[C:16](=[O:17])[C:15]2[C:14]([OH:18])=[CH:13][CH:12]=[C:11]([OH:19])[C:10]=2[C:8](=[O:9])[CH:7]=1.C1(N=C=NC2CCCCC2)CCCCC1.[C:37](O)(=[O:46])[CH2:38][CH2:39][CH2:40][CH2:41][CH2:42][CH2:43][CH2:44][CH3:45]>CN(C)C1C=CN=CC=1.ClCCl>[C:37]([O:20][CH:5]([C:6]1[C:16](=[O:17])[C:15]2[C:10]([C:8](=[O:9])[CH:7]=1)=[C:11]([OH:19])[CH:12]=[CH:13][C:14]=2[OH:18])[CH2:4][CH:3]=[C:2]([CH3:21])[CH3:1])(=[O:46])[CH2:38][CH2:39][CH2:40][CH2:41][CH2:42][CH2:43][CH2:44][CH3:45]. Procedure: 288 mg (1 mmole) of shikonin, 226 mg (1.1 mmole) of dicyclohexylcarbodiimide and 30 mg (0.25 mmole) of 4-dimethylaminopyridine were dissolved in 3 ml of dry dichloromethane. To the resulting solution was added 158 mg (1 mmole) of n-nonanoic acid at 0° C. under nitrogen gas, and the mixture was stirred for 30 minutes and then at room temperature for further 3 hours. The resulting product was separated and purified according to the procedures as described in Example 1 to obtain 231 mg (Yield: 54%)... Starting materials: COC=1C=C(C=CC1)C=1CN(CCC1)CC (3-(3-methoxyphenyl)-1-ethyl-1,2,5,6-tetrahydropyridine), Cl.[NH+]1=CC=CC=C1 (pyridinium hydrochloride), [OH-].[NH4+] (Ammonium hydroxide). Run in O (water). Reaction conditions: temperature 200 celsius. Product: C(C)N1CC(=CCC1)C=1C=C(C=CC1)O (3-(1-ethyl-1,2,5,6-tetrahydropyridin-3-yl)-phenol). Yield: 81.2%. RXN SMILES: C[O:2][C:3]1[CH:4]=[C:5]([C:9]2[CH2:10][N:11]([CH2:15][CH3:16])[CH2:12][CH2:13][CH:14]=2)[CH:6]=[CH:7][CH:8]=1.Cl.[NH+]1C=CC=CC=1.[OH-].[NH4+]>O>[CH2:15]([N:11]1[CH2:12][CH2:13][CH:14]=[C:9]([C:5]2[CH:4]=[C:3]([OH:2])[CH:8]=[CH:7][CH:6]=2)[CH2:10]1)[CH3:16] |f:1.2,3.4|. Reported procedure: A mixture of 5.2 g of the product of Step A and 10.4 g of pyridinium hydrochloride was heated at 200° C. for 21/2 hours and the mixture was cooled and diluted with water. Ammonium hydroxide was added to the mixture which was then extracted with methylene chloride. The organic phase was washed with water, dried and evaporated to dryness under reduced pressure. The residue was chromatographed over silica gel and was eluted with a 6-3-1 cyclohexane-chloroform-triethylamine mixture to obtain 3.95 g ... The reactants are CC(C)(C)OC(=O)C(Cc1ccccc1)NC(=O)Oc1ccc([N+](=O)[O-])cc1, O=C(O)C(F)(F)F. Product: O=C(NC(Cc1ccccc1)C(=O)O)Oc1ccc([N+](=O)[O-])cc1. Reaction SMILES: [C:1]([CH3:2])([CH3:3])([CH3:4])[O:5][C:6]([CH:7]([NH:8][C:9](=[O:10])[O:11][c:12]1[cH:13][cH:14][c:15]([N+:18](=[O:19])[O-:20])[cH:16][cH:17]1)[CH2:21][c:22]1[cH:23][cH:24][cH:25][cH:26][cH:27]1)=[O:28].[OH:29][C:30]([C:31]([F:32])([F:33])[F:34])=[O:35]>>[O:5]=[C:6]([CH:7]([NH:8][C:9](=[O:10])[O:11][c:12]1[cH:13][cH:14][c:15]([N+:18](=[O:19])[O-:20])[cH:16][cH:17]1)[CH2:21][c:22]1[cH:23][cH:24][cH:25][cH:26][cH:27]1)[OH:28]. Reactants: COc1ccc(C2CNC(=O)C2)cc1OCC(O)CN1CCN(c2ccccc2)CC1, CC(=O)OC(C)=O, c1ccncc1. Product: COc1ccc(C2CNC(=O)C2)cc1OCC(CN1CCN(c2ccccc2)CC1)OC(C)=O. As a reaction SMILES: [CH3:1][O:2][c:3]1[c:4]([O:15][CH2:16][CH:17]([CH2:18][N:19]2[CH2:20][CH2:21][N:22]([c:25]3[cH:26][cH:27][cH:28][cH:29][cH:30]3)[CH2:23][CH2:24]2)[OH:31])[cH:5][c:6]([CH:9]2[CH2:10][C:11](=[O:14])[NH:12][CH2:13]2)[cH:7][cH:8]1.[CH3:32][C:33](=[O:34])[O:35][C:36](=[O:37])[CH3:38].[cH:39]1[cH:40][cH:41][n:42][cH:43][cH:44]1>>[CH3:1][O:2][c:3]1[c:4]([O:15][CH2:16][CH:17]([CH2:18][N:19]2[CH2:20][CH2:21][N:22]([c:25]3[cH:26][cH:27][cH:28][cH:29][cH:30]3)[CH2:23][CH2:24]2)[O:31][C:33]([CH3:32])=[O:34])[cH:5][c:6]([CH:9]2[CH2:10][C:11](=[O:14])[NH:12][CH2:13]2)[cH:7][cH:8]1. Reactants: C(C)(=O)O[C@@H]1C=C[C@H](C1)O (trans-3-acetoxy-5-hydroxycyclopent-1-ene), C(C)(=O)OC1C=CC(C1)=O (4-acetoxycyclopent-2-en-1-one), [Cr](=O)(=O)(O)O (chromic acid). Product: C(C)(=O)O[C@@H]1C=C[C@@H](C1)O (cis-3-acetoxy-5-hydroxycyclopent-1-ene). Reaction SMILES: [C:1]([O:4][C@H:5]1[CH2:9][C@H:8]([OH:10])[CH:7]=[CH:6]1)(=[O:3])[CH3:2].C(OC1CC(=O)C=C1)(=O)C.[Cr](O)(O)(=O)=O>>[C:1]([O:4][C@H:5]1[CH2:9][C@@H:8]([OH:10])[CH:7]=[CH:6]1)(=[O:3])[CH3:2]. Procedure: The trans-3-acetoxy-5-hydroxycyclopent-1-ene obtained by using baker's yeast and whose absolute configuration was determined to be of R-configuration was converted to 4-acetoxycyclopent-2-en-1-one by oxidation with chromic acid. When the specific rotation of this compound was found to be +74°.